This data is from the Open Reaction Database (ORD), a public repository of structured organic reaction records. The task is: describe an organic reaction: reactants, conditions, products, and yield Starting materials: ClC1=NC(=NC(=C1C#N)NCCO)NCCO (4-chloro-2,6-bis-(2-hydroxy-ethylamino)-pyrimidine-5-carbonitrile), Cl.FC1=CC=C(C=C1)C1CCNCC1 (4-(4-fluorophenyl)-piperidine hydrochloride), C(C)N(C(C)C)C(C)C (N-ethyl-diisopropylamine). Run in O1CCOCC1 (dioxane). The product is FC1=CC=C(C=C1)C1CCN(CC1)C1=NC(=NC(=C1C#N)NCCO)NCCO (4-[4-(4-fluoro-phenyl)-piperidin-1-yl]-2,6-bis-(2-hydroxy-ethylamino)-pyrimidine-5-carbonitrile). RXN SMILES: Cl[C:2]1[C:7]([C:8]#[N:9])=[C:6]([NH:10][CH2:11][CH2:12][OH:13])[N:5]=[C:4]([NH:14][CH2:15][CH2:16][OH:17])[N:3]=1.Cl.[F:19][C:20]1[CH:25]=[CH:24][C:23]([CH:26]2[CH2:31][CH2:30][NH:29][CH2:28][CH2:27]2)=[CH:22][CH:21]=1.C(N(C(C)C)C(C)C)C>O1CCOCC1>[F:19][C:20]1[CH:25]=[CH:24][C:23]([CH:26]2[CH2:27][CH2:28][N:29]([C:2]3[C:7]([C:8]#[N:9])=[C:6]([NH:10][CH2:11][CH2:12][OH:13])[N:5]=[C:4]([NH:14][CH2:15][CH2:16][OH:17])[N:3]=3)[CH2:30][CH2:31]2)=[CH:22][CH:21]=1 |f:1.2|. Reported procedure: In analogy to the procedure described in example 20b, 4-chloro-2,6-bis-(2-hydroxy-ethylamino)-pyrimidine-5-carbonitrile was treated with 4-(4-fluorophenyl)-piperidine hydrochloride in dioxane in the presence of N-ethyl-diisopropylamine at 90° C. to yield 4-[4-(4-fluoro-phenyl)-piperidin-1-yl]-2,6-bis-(2-hydroxy-ethylamino)-pyrimidine-5-carbonitrile as an amorphous, white solid; MS: [M+H]+=401.